From a dataset of the Open Reaction Database (ORD), a public repository of structured organic reaction records. describe an organic reaction: reactants, conditions, products, and yield Reactants: Cc1ccccc1, O, CC(C(=O)O)c1cc(C(C)(C)C)c(O)c(C(C)(C)C)c1, OCc1ccccc1, Cc1ccc(S(=O)(=O)O)cc1. Product: CC(C(=O)OCc1ccccc1)c1cc(C(C)(C)C)c(O)c(C(C)(C)C)c1. As a reaction SMILES: [CH3:41][c:42]1[cH:43][cH:44][cH:45][cH:46][cH:47]1.[OH2:40].[OH:1][c:2]1[c:3]([C:17]([CH3:18])([CH3:19])[CH3:20])[cH:4][c:5]([CH:12]([C:13](=[O:14])[OH:15])[CH3:16])[cH:6][c:7]1[C:8]([CH3:9])([CH3:10])[CH3:11].[OH:21][CH2:22][c:23]1[cH:24][cH:25][cH:26][cH:27][cH:28]1.[c:29]1([CH3:30])[cH:31][cH:32][c:33]([S:34]([OH:35])(=[O:36])=[O:37])[cH:38][cH:39]1>>[OH:1][c:2]1[c:3]([C:17]([CH3:18])([CH3:19])[CH3:20])[cH:4][c:5]([CH:12]([C:13]([O:14][CH2:22][c:23]2[cH:24][cH:25][cH:26][cH:27][cH:28]2)=[O:15])[CH3:16])[cH:6][c:7]1[C:8]([CH3:9])([CH3:10])[CH3:11]. Reactants: NN1C(=NN=C1C1=C(C=CC=C1)Cl)C1=C(C=CC=C1)Cl (4-Amino-3,5-bis(2-chlorophenyl)-1,2,4-triazole), N(=O)[O-].[Na+] (sodium nitrite). Solvent: C(C)(=O)O (acetic acid), O (water). Product: ClC1=C(C=CC=C1)C1=NNC(=N1)C1=C(C=CC=C1)Cl (3,5-Bis(2-chlorophenyl)-1,2,4-triazole). Yield: 52.3%. Reaction SMILES: N[N:2]1[C:6]([C:7]2[CH:12]=[CH:11][CH:10]=[CH:9][C:8]=2[Cl:13])=[N:5][N:4]=[C:3]1[C:14]1[CH:19]=[CH:18][CH:17]=[CH:16][C:15]=1[Cl:20].N([O-])=O.[Na+]>C(O)(=O)C.O>[Cl:20][C:15]1[CH:16]=[CH:17][CH:18]=[CH:19][C:14]=1[C:3]1[N:2]=[C:6]([C:7]2[CH:12]=[CH:11][CH:10]=[CH:9][C:8]=2[Cl:13])[NH:5][N:4]=1 |f:1.2|. Reported procedure: The product of stage (a) (19.5 g) was dissolved in glacial acetic acid (100 ml) and was treated with sodium nitrite (4.4 g) in water (15 ml) at 10° C. The precipitated solid was filtered off, washed, dried and recrystallised from methanol to yield 9.7 g of desired product, mp 159°-160° C. Starting materials: COC(c1ccc(CO[Si](C(C)C)(C(C)C)C(C)C)cc1)c1cccc(C#N)c1, CCCC[N+](CCCC)(CCCC)CCCC, [F-], C1CCOC1, O. Product: COC(c1ccc(CO)cc1)c1cccc(C#N)c1. As a reaction SMILES: [CH3:1][O:2][CH:3]([c:4]1[cH:5][c:6]([C:7]#[N:8])[cH:9][cH:10][cH:11]1)[c:12]1[cH:13][cH:14][c:15]([CH2:18][O:19][Si:20]([CH:21]([CH3:22])[CH3:23])([CH:24]([CH3:25])[CH3:26])[CH:27]([CH3:28])[CH3:29])[cH:16][cH:17]1.[CH3:36][CH2:37][CH2:38][CH2:39][N+:40]([CH2:41][CH2:42][CH2:43][CH3:44])([CH2:45][CH2:46][CH2:47][CH3:48])[CH2:49][CH2:50][CH2:51][CH3:52].[F-:35].[O:30]1[CH2:31][CH2:32][CH2:33][CH2:34]1.[OH2:53]>>[CH3:1][O:2][CH:3]([c:4]1[cH:5][c:6]([C:7]#[N:8])[cH:9][cH:10][cH:11]1)[c:12]1[cH:13][cH:14][c:15]([CH2:18][OH:19])[cH:16][cH:17]1. Starting materials: ClCCl (dichloromethane), C(C)(C)N(CC)C(C)C (diisopropylethylamine), S(=O)(=O)(Cl)Cl (sulfuryl chloride), OCC1=C(SC=C1)CCO (2-(3-hydroxymethylthiophen-2-yl)ethanol), ClCCl (dichloromethane). Run at temperature -3 celsius, time 30 minute. Yields the product ClCCC=1SC=CC1CCl (2-(2-chloroethyl)-3-chloromethylthiophene). Yield: 27.0%. RXN SMILES: OC[C:3]1[CH:7]=[CH:6][S:5][C:4]=1[CH2:8][CH2:9]O.C(N(C(C)C)CC)(C)C.S(Cl)([Cl:23])(=O)=O.Cl[CH2:26][Cl:27]>>[Cl:23][CH2:9][CH2:8][C:4]1[S:5][CH:6]=[CH:7][C:3]=1[CH2:26][Cl:27]. Procedure: 3.0 g of the compound obtained in Example 2 was dissolved in 57 mL of dichloromethane, and the resulting solution was cooled to −3° C. To the solution, 6.1 g of diisopropylethylamine and 3.1 g of sulfuryl chloride were added, and the resulting mixture was stirred for 30 min at the same temperature and for an hour at room temperature. 20 mL of dichloromethane was added to the reaction solution, and the resulting mixture was washed twice with 40 mL portions of water. The organic layer was dried ov... Reactants: [H-].[Na+] (sodium hydride), C1(CC1)N1C=C(C(C2=CC(=C(C(=C12)F)N1[C@@H](CCC1)CO)F)=O)C(=O)O (1-cyclopropyl-6,8-difluoro-1,4-dihydro-7-[(S)-2-hydroxymethyl-1-pyrrolidinyl]-4-oxoquinoline-3-carboxylic acid), [H][H] (hydrogen). Run in CN(C)C=O (DMF). The product is C1(CC1)N1C=C(C(C=2C=C(C3=C(C12)OC[C@H]1N3CCC1)F)=O)C(=O)O ((S)-4-cyclopropyl-11-fluoro-1,4,6a,7,8,9-hexahydro-1-oxo-6H-pyrrolo[1',2':4,5][1,4]oxazino[3,2-h]quinoline-2-carboxylic acid). As a reaction SMILES: [H-].[Na+].[CH:3]1([N:6]2[C:15]3[C:10](=[CH:11][C:12]([F:24])=[C:13]([N:17]4[CH2:21][CH2:20][CH2:19][C@H:18]4[CH2:22][OH:23])[C:14]=3F)[C:9](=[O:25])[C:8]([C:26]([OH:28])=[O:27])=[CH:7]2)[CH2:5][CH2:4]1.[H][H]>CN(C=O)C>[CH:3]1([N:6]2[C:15]3[C:14]4[O:23][CH2:22][C@@H:18]5[CH2:19][CH2:20][CH2:21][N:17]5[C:13]=4[C:12]([F:24])=[CH:11][C:10]=3[C:9](=[O:25])[C:8]([C:26]([OH:28])=[O:27])=[CH:7]2)[CH2:5][CH2:4]1 |f:0.1|. Procedure: 9.2 mg of a 55% sodium hydride dispersion were added to a solution of 0.364 g (1 mmol) of 1-cyclopropyl-6,8-difluoro-1,4-dihydro-7-[(S)-2-hydroxymethyl-1-pyrrolidinyl]-4-oxoquinoline-3-carboxylic acid in 8 ml of DMF. After completion of the hydrogen evolution, the mixture was stirred at 140° C. for 35 minutes, the solvent was evaporated, the residue was taken up in water, adjusted to pH 6 with glacial acetic acid and suction filtered. Crystallization from ethanol gave (S)-4-cyclopropyl-11-fluoro... Starting materials: Br, Cn1nc(-c2ccccc2)nc1-c1ccccc1CO, ClCCl. Product: Cn1nc(-c2ccccc2)nc1-c1ccccc1CBr. As a reaction SMILES: [BrH:1].[CH3:2][n:3]1[n:4][c:5](-[c:16]2[cH:17][cH:18][cH:19][cH:20][cH:21]2)[n:6][c:7]1-[c:8]1[c:9]([CH2:14][OH:15])[cH:10][cH:11][cH:12][cH:13]1.[Cl:22][CH2:23][Cl:24]>>[Br:1][CH2:14][c:9]1[c:8](-[c:7]2[n:3]([CH3:2])[n:4][c:5](-[c:16]3[cH:17][cH:18][cH:19][cH:20][cH:21]3)[n:6]2)[cH:13][cH:12][cH:11][cH:10]1. The reactants are ClC1=CC=C(S1)C=1SC(=CC1)S(=O)(=O)Cl (5′-chloro-[2,2′]bithiophenyl-5-sulfonyl chloride), C(C)(C)(C)OC(=O)N1C(=CC=2C=NC=CC21)CN2C([C@H](CC2)N)=O (2-[3-(S)-amino-2-oxo-pyrrolidin-1-ylmethyl)-pyrrolo[3,2-c]pyridine-1-carboxylic acid tert-butyl ester). The product is O=C1N(CC[C@@H]1NS(=O)(=O)C1=CC=C(S1)C=1SC(=CC1)Cl)CC1=CC=2C=NC=CC2N1 (5'Chloro-[2,2′]bithiophenyl-5-sulfonic Acid [2-oxo-1-(1H-pyrrolo[3,2-c]pyridin-2-ylmethyl)-pyrrolidin-3(S)-yl]-amide). As a reaction SMILES: [Cl:1][C:2]1[S:6][C:5]([C:7]2[S:8][C:9]([S:12](Cl)(=[O:14])=[O:13])=[CH:10][CH:11]=2)=[CH:4][CH:3]=1.C(OC([N:23]1[C:31]2[CH:30]=[CH:29][N:28]=[CH:27][C:26]=2[CH:25]=[C:24]1[CH2:32][N:33]1[CH2:37][CH2:36][C@H:35]([NH2:38])[C:34]1=[O:39])=O)(C)(C)C>>[O:39]=[C:34]1[C@@H:35]([NH:38][S:12]([C:9]2[S:8][C:7]([C:5]3[S:6][C:2]([Cl:1])=[CH:3][CH:4]=3)=[CH:11][CH:10]=2)(=[O:14])=[O:13])[CH2:36][CH2:37][N:33]1[CH2:32][C:24]1[NH:23][C:31]2[CH:30]=[CH:29][N:28]=[CH:27][C:26]=2[CH:25]=1. Procedure details: The title compound is prepared as described in EXAMPLE 56, Part A using 5′-chloro-[2,2′]bithiophenyl-5-sulfonyl chloride and 2-[3-(S)-amino-2-oxo-pyrrolidin-1-ylmethyl)-pyrrolo[3,2-c]pyridine-1-carboxylic acid tert-butyl ester as starting material. The crude product can be purified by column chromatography eluting with 5% MeOH/CH2Cl2to give the title compound as a white solid or used in the subsequent step after an aqueous work-up without further purification. Ion spray MS, [M+H]+=593, 595, Cl p...